Dataset: the Open Reaction Database (ORD), a public repository of structured organic reaction records. Task: describe an organic reaction: reactants, conditions, products, and yield The reactants are ONC(C1=CC=C(C=C1)C=C)=N (N-hydroxy-4-vinyl-benzamidine), C(C)(C)NC1=NC(=CC(=N1)C(=O)O)C (2-isopropylamino-6-methyl-pyrimidine-4-carboxylic acid), C(CCl)Cl (EDC), C=1C=CC2=C(C1)N=NN2O (HOBt). Run in CN(C)C=O (DMF), CCOC(=O)C (EtOAc), O1CCOCC1 (dioxane), CN(C)C=O (DMF). Run at temperature 95 celsius, time 40 minute. Product: C(C)(C)NC1=NC(=CC(=N1)C)C1=NC(=NO1)C1=CC=C(C=C1)C=C (Isopropyl-{4-methyl-6-[3-(4-vinyl-phenyl)-[1,2,4]oxadiazol-5-yl]-pyrimidin-2-yl}-amine). Yield: 81.1%. RXN SMILES: [CH:1]([NH:4][C:5]1[N:10]=[C:9]([C:11]([OH:13])=O)[CH:8]=[C:7]([CH3:14])[N:6]=1)([CH3:3])[CH3:2].C1C=CC2N(O)N=NC=2C=1.C(Cl)CCl.O[NH:30][C:31](=[NH:40])[C:32]1[CH:37]=[CH:36][C:35]([CH:38]=[CH2:39])=[CH:34][CH:33]=1>CN(C=O)C.O1CCOCC1.CCOC(C)=O>[CH:1]([NH:4][C:5]1[N:6]=[C:7]([CH3:14])[CH:8]=[C:9]([C:11]2[O:13][N:40]=[C:31]([C:32]3[CH:37]=[CH:36][C:35]([CH:38]=[CH2:39])=[CH:34][CH:33]=3)[N:30]=2)[N:10]=1)([CH3:2])[CH3:3]. Reported procedure: To a suspension of 2-isopropylamino-6-methyl-pyrimidine-4-carboxylic acid (1.9 g, 11.8 mmol) in DMF (25 mL) is added HOBt (1.8 g, 13.4 mmol) followed by EDC (2.6 g, 13.4 mmol). The reaction mixture is stirred for 40 min until a clear solution is obtained and a solution of N-hydroxy-4-vinyl-benzamidine (2.09 g, 10.7 mmol) in DMF (20 mL) is added. After 2 h, EtOAc (320 mL) is added to the reaction mixture and the solution is then washed with sat. aq. NaHCO3 (3×100 mL), with brine, dried over MgSO4... The reactants are COC1=CC2=C(N=C(S2)C)C=C1 (6-methoxy-2-methyl-benzothiazole). Solvent: Br (HBr), C(C)(=O)O (acetic acid). Run at temperature 70 celsius, time 2 day. Product: OC1=CC2=C(N=C(S2)C)C=C1 (6-Hydroxy-2-methyl-benzothiazole). As a reaction SMILES: C[O:2][C:3]1[CH:12]=[CH:11][C:6]2[N:7]=[C:8]([CH3:10])[S:9][C:5]=2[CH:4]=1>Br.C(O)(=O)C>[OH:2][C:3]1[CH:12]=[CH:11][C:6]2[N:7]=[C:8]([CH3:10])[S:9][C:5]=2[CH:4]=1. Reported procedure: A mixture of 6-methoxy-2-methyl-benzothiazole (2.5 gm, 0.014 mol) in 30% HBr in acetic acid (15 mL) was stirred for 2 days at 70° C. After cooling, the solid was filtered, washed with ether, and dried in vacuo. The solid was taken up in water (20 mL) and neutralized with saturated NaHCO3 solution. The resulting solid was filtered, washed with water, and dried in vacuo at 40° C.; yield 1.2 gm. The reactants are [N+](=O)([O-])C1=C(C(=O)OCC)C=C(C=C1)NC(=O)N (ethyl 2-nitro-5-ureidobenzoate), CCOC(=O)C1CCCC1=O (ethyl cyclopentanone-2-carboxylate). The product is C(C)OC(=O)C1=C(CCC1)NC(NC=1C=CC(=C(C(=O)OCC)C1)[N+](=O)[O-])=O (ethyl 5-{3-[2-(ethoxycarbonyl)-1-cyclopenten-1-yl]ureido}-2-nitrobenzoate). RXN SMILES: [N+:1]([C:4]1[CH:14]=[CH:13][C:12]([NH:15][C:16]([NH2:18])=[O:17])=[CH:11][C:5]=1[C:6]([O:8][CH2:9][CH3:10])=[O:7])([O-:3])=[O:2].[CH3:19][CH2:20][O:21][C:22]([CH:24]1[C:28](=O)[CH2:27][CH2:26][CH2:25]1)=[O:23]>>[CH2:20]([O:21][C:22]([C:24]1[CH2:28][CH2:27][CH2:26][C:25]=1[NH:18][C:16](=[O:17])[NH:15][C:12]1[CH:13]=[CH:14][C:4]([N+:1]([O-:3])=[O:2])=[C:5]([CH:11]=1)[C:6]([O:8][CH2:9][CH3:10])=[O:7])=[O:23])[CH3:19]. Procedure details: using ethyl 2-nitro-5-ureidobenzoate and ethyl cyclopentanone-2-carboxylate there is obtained ethyl 5-{3-[2-(ethoxycarbonyl)-1-cyclopenten-1-yl]ureido}-2-nitrobenzoate, m.p. 152°-155° C., Starting materials: O=C([O-])O, ClCCl, [Na+], C1=COCCC1, COc1ccc2c(c1)CCC1=C2C(=O)CC2(C)C(O)CCC12. Product: COc1ccc2c(c1)CCC1=C2C(=O)CC2(C)C(OC3CCCCO3)CCC12. RXN SMILES: [C:29](=[O:30])([OH:31])[O-:32].[Cl:34][CH2:35][Cl:36].[Na+:33].[O:1]1[CH2:2][CH2:3][CH2:4][CH:5]=[CH:6]1.[O:7]=[C:8]1[C:9]2=[C:18]([CH2:17][CH2:16][c:15]3[c:10]2[cH:11][cH:12][c:13]([O:27][CH3:28])[cH:14]3)[CH:19]2[CH2:20][CH2:21][CH:22]([OH:26])[C:23]2([CH3:24])[CH2:25]1>>[O:1]1[CH2:2][CH2:3][CH2:4][CH2:5][CH:6]1[O:26][CH:22]1[CH2:21][CH2:20][CH:19]2[C:18]3=[C:9]([C:8](=[O:7])[CH2:25][C:23]21[CH3:24])[c:10]1[cH:11][cH:12][c:13]([O:27][CH3:28])[cH:14][c:15]1[CH2:16][CH2:17]3. Reactants: BrC=1C=C2C(=NC1)CC1(C(N(C3=NC=CC=C31)COCC[Si](C)(C)C)=O)C2 (3-bromo-1′-{[2-(trimethylsilyl)ethoxy]methyl}-5,7-dihydrospiro[cyclopenta[b]pyridine-6,3′-pyrrolo[2,3-b]pyridin]-2′(1′H)-one), BrC=1C=C2C(=NC1)CC1(C(N(C3=NC=CC=C31)COCC[Si](C)(C)C)=O)C2 (3-bromo-1′-{[2-(trimethylsilyl)ethoxy]methyl}-5,7-dihydrospiro[cyclopenta[b]pyridine-6,3′-pyrrolo[2,3-b]pyridin]-2′(1′H)-one), C(C)(=O)[O-].[Na+] (sodium acetate), [C]=O (carbon monoxide), C(Cl)Cl (CH2Cl2). Reagents/catalysts: C1=CC=C(C=C1)P([C-]2C=CC=C2)C3=CC=CC=C3.C1=CC=C(C=C1)P([C-]2C=CC=C2)C3=CC=CC=C3.Cl[Pd]Cl.[Fe+2] (PdCl2(dppf)). Solvent: CO (MeOH). Conditions: temperature 85 celsius. Yields the product O=C1C2(C=3C(=NC=CC3)N1COCC[Si](C)(C)C)CC=1C(=NC=C(C1)C(=O)OC)C2 (Methyl 2′-oxo-1′-{[2-(trimethylsilyl)ethoxy]methyl}-1′,2′,5,7-tetrahydrospiro[cyclopenta[b]pyridine-6,3′-pyrrolo[2,3-b]pyridine]-3-carboxylate). As a reaction SMILES: Br[C:2]1[CH:3]=[C:4]2[CH2:27][C:9]3([C:17]4[C:12](=[N:13][CH:14]=[CH:15][CH:16]=4)[N:11]([CH2:18][O:19][CH2:20][CH2:21][Si:22]([CH3:25])([CH3:24])[CH3:23])[C:10]3=[O:26])[CH2:8][C:5]2=[N:6][CH:7]=1.[CH2:28](Cl)Cl.[C:31]([O-:34])(=[O:33])C.[Na+].[C]=O>CO.C1C=CC(P(C2C=CC=CC=2)[C-]2C=CC=C2)=CC=1.C1C=CC(P(C2C=CC=CC=2)[C-]2C=CC=C2)=CC=1.Cl[Pd]Cl.[Fe+2]>[O:26]=[C:10]1[N:11]([CH2:18][O:19][CH2:20][CH2:21][Si:22]([CH3:25])([CH3:24])[CH3:23])[C:12]2=[N:13][CH:14]=[CH:15][CH:16]=[C:17]2[C:9]21[CH2:8][C:5]1=[N:6][CH:7]=[C:2]([C:31]([O:34][CH3:28])=[O:33])[CH:3]=[C:4]1[CH2:27]2 |f:2.3,6.7.8.9,^3:35|. Procedure: A mixture of 3-bromo-1′-{[2-(trimethylsilyl)ethoxy]methyl}-5,7-dihydrospiro[cyclopenta[b]pyridine-6,3′-pyrrolo[2,3-b]pyridin]-2′(1′H)-one (described in Intermediate 2) (22.0 g, 49.3 mmol), PdCl2(dppf).CH2Cl2 (2.012 g, 2.46 mmol), and sodium acetate (8.1 g, 99 mmol) in MeOH (150 mL) was pressurized to 300 psi of carbon monoxide and then heated at 85° C. for 72 h. The reaction mixture was allowed to cool then concentrated in vacuo. The residue was purified by silica gel chromatography, eluting wit... Reactants: C=O (Paraformaldehyde), [Cl-].[Mg+2].[Cl-] (magnesium chloride), ClC1=C(C=C(C=C1)C)O (2-chloro-5-methylphenol), Cl (hydrochloric acid). The solvent is C(C)#N (acetonitrile), C(C)N(CC)CC (triethylamine). Reaction conditions: temperature 90 celsius, time 10 hour. Product: ClC=1C(=C(C=O)C(=CC1)C)O (3-chloro-2-hydroxy-6-methylbenzaldehyde). As a reaction SMILES: [CH2:1]=[O:2].[Cl-].[Mg+2].[Cl-].[Cl:6][C:7]1[CH:12]=[CH:11][C:10]([CH3:13])=[CH:9][C:8]=1[OH:14].Cl>C(#N)C.C(N(CC)CC)C>[Cl:6][C:7]1[C:8]([OH:14])=[C:9]([C:10]([CH3:13])=[CH:11][CH:12]=1)[CH:1]=[O:2] |f:1.2.3|. Procedure details: Paraformaldehyde (4.73 g, 163 mmol), magnesium chloride (7.76 g, 81.7 mmol) and triethylamine (14.2 ml, 102 mmol were added to a solution of 2-chloro-5-methylphenol (5.80 g, 40.8 mmol) in acetonitrile (100 ml) and the mixture was vigorously stirred at 90° C. for 10 hours. The reaction mixture was poured into 1N hydrochloric acid and extracted with ethyl acetate. After the organic layer was successively washed with 1N hydrochloric acid, water and a saturated aqueous NaCl solution and dried with a... Starting materials: BrC=1C=C(C=2CCN(C(C2C1)=O)C(CCC)CCC)C(=O)OC (methyl 7-bromo-1-oxo-2-(1-propylbutyl)-1,2,3,4-tetrahydroisoquinoline-5-carboxylate), C([O-])(O)=O.[Na+] (sodium bicarbonate). Solvent: O1CCOCC1 (dioxane), O (water). Run at temperature 150 celsius. Yields the product C(#N)C=1C=C(C=CC1)C=1C=C(C=2CCN(C(C2C1)=O)C(CCC)CCC)C(=O)OC (Methyl 7-(3-cyanophenyl)-1-oxo-2-(1-propyl butyl)-1,2,3,4-tetrahydroisoquinoline-5-carboxylate). RXN SMILES: Br[C:2]1[CH:3]=[C:4]([C:20]([O:22][CH3:23])=[O:21])[C:5]2[CH2:6][CH2:7][N:8]([CH:13]([CH2:17][CH2:18][CH3:19])[CH2:14][CH2:15][CH3:16])[C:9](=[O:12])[C:10]=2[CH:11]=1.C(=O)(O)[O-].[Na+]>O1CCOCC1.O>[C:9]([C:10]1[CH:5]=[C:4]([C:2]2[CH:3]=[C:4]([C:20]([O:22][CH3:23])=[O:21])[C:5]3[CH2:6][CH2:7][N:8]([CH:13]([CH2:17][CH2:18][CH3:19])[CH2:14][CH2:15][CH3:16])[C:9](=[O:12])[C:10]=3[CH:11]=2)[CH:3]=[CH:2][CH:11]=1)#[N:8] |f:1.2|. Procedure: Added to a solution of 0.3 g of methyl 7-bromo-1-oxo-2-(1-propylbutyl)-1,2,3,4-tetrahydroisoquinoline-5-carboxylate in 9.4 cm3 of dioxane and 1.8 cm3 of water, at a temperature close to 20° C., are 147 mg of sodium bicarbonate. The reaction medium is then degassed under an argon atmosphere, then 111 mg of 3-cyanophenylboronic acid and 72 mg of tetrakis(triphenylphosphine)palladium are added. The mixture is heated at 150° C. in a microwave oven for 4 minutes, cooled to a temperature close to 20° ... Starting materials: NC1=NC(=C(C(=N1)OS(=O)(=O)C1=C(C=C(C=C1C)C)C)CC1=C(C=C(CN(C(C)=O)CC(=O)OCC)C=C1)OC)C (ethyl 2-(N-(4-((2-amino-4-(mesitylsulfonyloxy)-6-methylpyrimidin-5-yl)methyl)-3-methoxybenzyl)acetamido)acetate), N[C@H](CCO)CCC ((S)-3-aminohexan-1-ol). Yields the product NC1=NC(=C(C(=N1)N[C@H](CCO)CCC)CC1=C(C=C(CN(C(C)=O)CC(=O)OCC)C=C1)OC)C ((S)-ethyl 2-(N-(4-((2-amino-4-(1-hydroxyhexan-3-ylamino)-6-methylpyrimidin-5-yl)methyl)-3-methoxybenzyl)acetamido)acetate). Yield: 23.8%. RXN SMILES: [NH2:1][C:2]1[N:7]=[C:6](OS(C2C(C)=CC(C)=CC=2C)(=O)=O)[C:5]([CH2:21][C:22]2[CH:38]=[CH:37][C:25]([CH2:26][N:27]([CH2:31][C:32]([O:34][CH2:35][CH3:36])=[O:33])[C:28](=[O:30])[CH3:29])=[CH:24][C:23]=2[O:39][CH3:40])=[C:4]([CH3:41])[N:3]=1.[NH2:42][C@@H:43]([CH2:47][CH2:48][CH3:49])[CH2:44][CH2:45][OH:46]>>[NH2:1][C:2]1[N:7]=[C:6]([NH:42][C@@H:43]([CH2:47][CH2:48][CH3:49])[CH2:44][CH2:45][OH:46])[C:5]([CH2:21][C:22]2[CH:38]=[CH:37][C:25]([CH2:26][N:27]([CH2:31][C:32]([O:34][CH2:35][CH3:36])=[O:33])[C:28](=[O:30])[CH3:29])=[CH:24][C:23]=2[O:39][CH3:40])=[C:4]([CH3:41])[N:3]=1. Reported procedure: The sub-title compound was synthesized by the method of example 1 step (viii) from the product of step (ii) (25 mg) and (S)-3-aminohexan-1-ol (15 mg). The sub-title compound (5.1 mg) was obtained as a colourless gum; 1H NMR (CDCl3); 6.93 (1H, d), 6.72-6.67 (2H, m), 4.82 (2H, br s), 4.65 (1H, d), 4.56 (2H, s), 4.18-4.08 (3H, m), 3.99 (2H, s), 3.88 (3H, s), 3.65 (2H, s), 3.48-3.42 (1H, m), 3.32-3.26 (1H, m), 2.33 (3H, s), 2.17 (3H, s), 1.84-1.74 (1H, m), 1.46-1.35 (1H, m), 1.23 (3H, t), 1.16-0.97 ...